This data is from the Open Reaction Database (ORD), a public repository of structured organic reaction records. The task is: describe an organic reaction: reactants, conditions, products, and yield Reactants: CCOC(=O)c1cn2c3c(c(-c4ccccc4)ccc3c1=O)OCC2C, CC(=O)O, Cl, O. The product is CC1COc2c(-c3ccccc3)ccc3c(=O)c(C(=O)O)cn1c23. Reaction SMILES: [CH3:1][CH:2]1[CH2:3][O:4][c:5]2[c:6]3[n:7]1[cH:8][c:9]([C:22](=[O:23])[O:24][CH2:25][CH3:26])[c:10](=[O:21])[c:11]3[cH:12][cH:13][c:14]2-[c:15]1[cH:16][cH:17][cH:18][cH:19][cH:20]1.[CH3:27][C:28](=[O:29])[OH:30].[ClH:31].[OH2:32]>>[CH3:1][CH:2]1[CH2:3][O:4][c:5]2[c:6]3[n:7]1[cH:8][c:9]([C:22](=[O:23])[OH:24])[c:10](=[O:21])[c:11]3[cH:12][cH:13][c:14]2-[c:15]1[cH:16][cH:17][cH:18][cH:19][cH:20]1. Reactants: FB(F)F, NC(=O)c1ccc(CCc2coc3cccc(O)c23)cc1, CC(=O)OCC1OC(OC(=N)C(Cl)(Cl)Cl)C(OC(C)=O)C(OC(C)=O)C1OC(C)=O, O=C([O-])O, CCOCC, ClCCl, [Na+]. The product is CC(=O)OCC1OC(Oc2cccc3occ(CCc4ccc(C(N)=O)cc4)c23)C(OC(C)=O)C(OC(C)=O)C1OC(C)=O. RXN SMILES: [B:57]([F:58])([F:59])[F:60].[C:1]([NH2:2])(=[O:3])[c:4]1[cH:5][cH:6][c:7]([CH2:10][CH2:11][c:12]2[cH:13][o:14][c:15]3[c:16]2[c:17]([OH:21])[cH:18][cH:19][cH:20]3)[cH:8][cH:9]1.[C:22]([CH3:23])(=[O:24])[O:25][CH:26]1[CH:27]([O:28][C:29](=[NH:30])[C:31]([Cl:32])([Cl:33])[Cl:34])[O:35][CH:36]([CH2:47][O:48][C:49]([CH3:50])=[O:51])[CH:37]([O:43][C:44]([CH3:45])=[O:46])[CH:38]1[O:39][C:40]([CH3:41])=[O:42].[C:61](=[O:62])([O-:63])[OH:64].[CH2:52]([O:53][CH2:54][CH3:55])[CH3:56].[Cl:66][CH2:67][Cl:68].[Na+:65]>>[C:1]([NH2:2])(=[O:3])[c:4]1[cH:5][cH:6][c:7]([CH2:10][CH2:11][c:12]2[cH:13][o:14][c:15]3[c:16]2[c:17]([O:21][CH:27]2[CH:26]([O:25][C:22]([CH3:23])=[O:24])[CH:38]([O:39][C:40]([CH3:41])=[O:42])[CH:37]([O:43][C:44]([CH3:45])=[O:46])[CH:36]([CH2:47][O:48][C:49]([CH3:50])=[O:51])[O:35]2)[cH:18][cH:19][cH:20]3)[cH:8][cH:9]1. Reactants: CO, Fc1ccc2[nH]ccc2c1, [Na+], [OH-], O, O=Cc1cccnc1. The product is OC(c1cccnc1)c1c[nH]c2ccc(F)cc12. As a reaction SMILES: [CH3:22][OH:23].[F:1][c:2]1[cH:3][c:4]2[cH:5][cH:6][nH:7][c:8]2[cH:9][cH:10]1.[Na+:20].[OH-:19].[OH2:21].[n:11]1[cH:12][c:13]([CH:17]=[O:18])[cH:14][cH:15][cH:16]1>>[F:1][c:2]1[cH:3][c:4]2[c:5]([CH:17]([c:13]3[cH:12][n:11][cH:16][cH:15][cH:14]3)[OH:18])[cH:6][nH:7][c:8]2[cH:9][cH:10]1. Starting materials: ClC1=C(C(=CC=C1)F)N1C(NC2=NC(=NC=C2C1=O)SC)=O (3-(2-chloro-6-fluorophenyl)-7-(methylthio)pyrimido[4,5-d]pyrimidine-2,4(1H,3H)-dione), O=P(Cl)(Cl)Cl (POCl3), C(C)(C)N(CC)C(C)C (diisopropylethylamine). The product is ClC=1N(C(C=2C(=NC(=NC2)SC)N1)=O)C1=C(C=CC=C1F)Cl (2-chloro-3-(2-chloro-6-fluorophenyl)-7-(methylthio)pyrimido[4,5-d]pyrimidin-4(3H)-one). As a reaction SMILES: [Cl:1][C:2]1[CH:7]=[CH:6][CH:5]=[C:4]([F:8])[C:3]=1[N:9]1[C:18](=[O:19])[C:17]2[C:12](=[N:13][C:14]([S:20][CH3:21])=[N:15][CH:16]=2)[NH:11][C:10]1=O.O=P(Cl)(Cl)[Cl:25].C(N(C(C)C)CC)(C)C>>[Cl:25][C:10]1[N:9]([C:3]2[C:4]([F:8])=[CH:5][CH:6]=[CH:7][C:2]=2[Cl:1])[C:18](=[O:19])[C:17]2[C:12]([N:11]=1)=[N:13][C:14]([S:20][CH3:21])=[N:15][CH:16]=2. Reported procedure: A mixture of Example 95A (0.960 g, 2.83 mmol) in POCl3 (3.5 ml, 37.5 mmol) and diisopropylethylamine (DIEA) (3.5 ml, 20.04 mmol) was heated at 90° C. for 1.5 hours. After concentrating the reaction mixture, the residue was treated with ice and aqueous NaHCO3 solution and extracted with ethyl acetate. The organic layer was dried over MgSO4, filtered, concentrated and purified on a 40 g silica column using the ISCO Companion flash system eluting with hexane/ethyl acetate (7:3 to 6:4) to provide th... Reactants: C(C)(=O)NC1=CC=C(OC(C(=O)O)C)C=C1 (2-(4-acetamidophenoxy)propionic acid), S(O)(O)(=O)=O (sulfuric acid), C(C)O (ethanol). Product: C(C)(=O)NC1=CC=C(OC(C(=O)OCC)C)C=C1 (ethyl 2-(4-acetamidophenoxy)propanoate). The yield is 80.0%. RXN SMILES: [C:1]([NH:4][C:5]1[CH:16]=[CH:15][C:8]([O:9][CH:10]([CH3:14])[C:11]([OH:13])=[O:12])=[CH:7][CH:6]=1)(=[O:3])[CH3:2].S(=O)(=O)(O)O.[CH2:22](O)[CH3:23]>>[C:1]([NH:4][C:5]1[CH:16]=[CH:15][C:8]([O:9][CH:10]([CH3:14])[C:11]([O:13][CH2:22][CH3:23])=[O:12])=[CH:7][CH:6]=1)(=[O:3])[CH3:2]. Procedure: To a solution of 2-(4-acetamidophenoxy)propionic acid (0.5 g, 2.2 mmol) in ethanol (10 mL) is added a drop of concentrated sulfuric acid and refluxed for 4 hours. The reaction is concentrated to dryness to give a residue. The residue is partitioned between water and ethyl acetate. The ethyl acetate layer is collected, dried (MgSO4), and concentrated to give ethyl 2-(4-acetamidophenoxy)propanoate (0.44 g) (yield 80%): 1H NMR (CDCL3) delta 1.27 (t, J=7.0 Hz, 3H), 1.60 (d, J=7.0 Hz, 3H), 4.25 (q, J... Reactants: COC(COC1=C2C(=C(C(=NC2=C(C=C1)F)CC)CC1=CC=C(C=C1)B1OC(C(O1)(C)C)(C)C)OC(F)F)=O ({4-difluoromethoxy-2-ethyl-8-fluoro-3-[4-(4,4,5,5-tetramethyl-[1,3,2]dioxaborolan-2-yl)benzyl]quinolin-5-yloxy}acetic acid methyl ester), BrC=1SC=CN1 (2-bromothiazole), O1CCOCC1 (1,4-dioxane), C([O-])([O-])=O.[Cs+].[Cs+] (cesium carbonate). Reagents/catalysts: C1=CC=C(C=C1)P([C-]2C=CC=C2)C3=CC=CC=C3.C1=CC=C(C=C1)P([C-]2C=CC=C2)C3=CC=CC=C3.Cl[Pd]Cl.[Fe+2] ([1,1′-bis(diphenylphosphino)ferrocene]dichloropalladium). The solvent is C(C)(=O)OCC (ethyl acetate). Run at temperature 90 celsius, time 1 hour. Yields the product FC(OC1=C(C(=NC2=C(C=CC(=C12)OCC(=O)O)F)CC)CC1=CC=C(C=C1)C=1SC=CN1)F ([4-difluoromethoxy-2-ethyl-8-fluoro-3-(4-thiazol-2-ylbenzyl)quinolin-5-yloxy]acetic acid). Yield: 42.9%. RXN SMILES: C[O:2][C:3](=[O:39])[CH2:4][O:5][C:6]1[CH:15]=[CH:14][C:13]([F:16])=[C:12]2[C:7]=1[C:8]([O:35][CH:36]([F:38])[F:37])=[C:9]([CH2:19][C:20]1[CH:25]=[CH:24][C:23](B3OC(C)(C)C(C)(C)O3)=[CH:22][CH:21]=1)[C:10]([CH2:17][CH3:18])=[N:11]2.Br[C:41]1[S:42][CH:43]=[CH:44][N:45]=1.O1CCOCC1.C(=O)([O-])[O-].[Cs+].[Cs+]>C(OCC)(=O)C.C1C=CC(P(C2C=CC=CC=2)[C-]2C=CC=C2)=CC=1.C1C=CC(P(C2C=CC=CC=2)[C-]2C=CC=C2)=CC=1.Cl[Pd]Cl.[Fe+2]>[F:37][CH:36]([F:38])[O:35][C:8]1[C:7]2[C:12](=[C:13]([F:16])[CH:14]=[CH:15][C:6]=2[O:5][CH2:4][C:3]([OH:2])=[O:39])[N:11]=[C:10]([CH2:17][CH3:18])[C:9]=1[CH2:19][C:20]1[CH:21]=[CH:22][C:23]([C:41]2[S:42][CH:43]=[CH:44][N:45]=2)=[CH:24][CH:25]=1 |f:3.4.5,7.8.9.10|. Reported procedure: A mixture of {4-difluoromethoxy-2-ethyl-8-fluoro-3-[4-(4,4,5,5-tetramethyl-[1,3,2]dioxaborolan-2-yl)benzyl]quinolin-5-yloxy}acetic acid methyl ester (0.052 g), 2-bromothiazole (0.076 g), [1,1′-bis(diphenylphosphino)ferrocene]dichloropalladium (0.060 g), 1,4-dioxane (2.0 mL) and 2.0M aqueous cesium carbonate solution (0.19 mL) was heated at 90° C. overnight. The mixture was cooled to room temperature, diluted with ethyl acetate and filtered. The filtrate was concentrated under reduced pressure, a... Starting materials: C1CCOC1, Cc1ccccc1, c1c(C2CCCC2)cn2c1CCCC2, O=C(Cl)C(=O)Cl. Product: O=C(Cl)C(=O)c1c(C2CCCC2)cc2n1CCCC2. As a reaction SMILES: [CH2:28]1[O:29][CH2:30][CH2:31][CH2:32]1.[CH3:15][c:16]1[cH:17][cH:18][cH:19][cH:20][cH:21]1.[CH:1]1([c:6]2[cH:7][c:8]3[n:13]([cH:14]2)[CH2:12][CH2:11][CH2:10][CH2:9]3)[CH2:2][CH2:3][CH2:4][CH2:5]1.[Cl:22][C:23](=[O:24])[C:25](=[O:26])[Cl:27]>>[CH:1]1([c:6]2[cH:7][c:8]3[n:13]([c:14]2[C:25]([C:23]([Cl:22])=[O:24])=[O:26])[CH2:12][CH2:11][CH2:10][CH2:9]3)[CH2:2][CH2:3][CH2:4][CH2:5]1. Reactants: [O-]B([O-])Oc1ccc(C(F)(F)F)cc1, CCOC(=O)C1=Cc2cc(Br)ccc2OCC1, O=C([O-])[O-], CCO, [K+], [K+], O, Cc1ccccc1. Product: CCOC(=O)C1=Cc2cc(-c3ccc(C(F)(F)F)cc3)ccc2OCC1. As a reaction SMILES: [B:18]([O-:19])([O-:30])[O:31][c:20]1[cH:21][cH:22][c:23]([C:26]([F:27])([F:28])[F:29])[cH:24][cH:25]1.[Br:1][c:2]1[cH:3][cH:4][c:5]2[c:6]([cH:17]1)[CH:7]=[C:8]([C:12](=[O:13])[O:14][CH2:15][CH3:16])[CH2:9][CH2:10][O:11]2.[C:32](=[O:33])([O-:34])[O-:35].[CH2:39]([OH:40])[CH3:41].[K+:36].[K+:37].[OH2:38].[c:42]1([CH3:43])[cH:44][cH:45][cH:46][cH:47][cH:48]1>>[c:2]1(-[c:20]2[cH:21][cH:22][c:23]([C:26]([F:27])([F:28])[F:29])[cH:24][cH:25]2)[cH:3][cH:4][c:5]2[c:6]([cH:17]1)[CH:7]=[C:8]([C:12](=[O:13])[O:14][CH2:15][CH3:16])[CH2:9][CH2:10][O:11]2. Reaction SMILES: C([O:3][C:4](=[O:20])[C@@H:5]([O:18][CH3:19])[CH2:6][C:7]1[CH:12]=[CH:11][C:10]([O:13][CH2:14][CH2:15][CH2:16]Br)=[CH:9][CH:8]=1)C.[OH:21][C:22]1[CH:23]=[C:24]([CH:27]=[CH:28][CH:29]=1)[C:25]#[N:26].CO[C@@H](CC1C=CC(OCCCOC2C=CC=CC=2)=CC=1)C(O)=O>>[C:25]([C:24]1[CH:23]=[C:22]([CH:29]=[CH:28][CH:27]=1)[O:21][CH2:16][CH2:15][CH2:14][O:13][C:10]1[CH:9]=[CH:8][C:7]([CH2:6][C@H:5]([O:18][CH3:19])[C:4]([OH:3])=[O:20])=[CH:12][CH:11]=1)#[N:26]. The reactants are C(C)OC([C@H](CC1=CC=C(C=C1)OCCCBr)OC)=O ((2S)-3-[4-(3-bromo-propoxy)-phenyl]-2-methoxy-propionic acid ethyl ester), OC=1C=C(C#N)C=CC1 (3-hydroxy-benzonitrile), CO[C@H](C(=O)O)CC1=CC=C(C=C1)OCCCOC1=CC=CC=C1 ((2S)-2-methoxy-3-[4-(3-phenoxy-propoxy)-phenyl]-propionic acid). Procedure: The title compound was prepared from (2S)-3-[4-(3-bromo-propoxy)-phenyl]-2-methoxy-propionic acid ethyl ester (Example 284, Step 2) and 3-hydroxy-benzonitrile via the same procedure used for the preparation of (2S)-2-methoxy-3-[4-(3-phenoxy-propoxy)-phenyl]-propionic acid (Example 285, Step 1), to produce a colorless oil. Product: C(#N)C=1C=C(OCCCOC2=CC=C(C=C2)C[C@@H](C(=O)O)OC)C=CC1 ((2S)-3-{4-[3-(3-cyano-phenoxy)-propoxy]-phenyl}-2-methoxy-propionic acid).